describe an organic reaction: reactants, conditions, products, and yield From a dataset of the Open Reaction Database (ORD), a public repository of structured organic reaction records. Reactants: ClC=1C=C2C(CCOC2=CC1OC1=CC=C(C=C1)C(NC1=NC(=CC=C1)C1=CC=C(C=C1)Cl)=O)C(=O)OC(C)(C)C (tert-butyl 6-chloro-7-(4-(6-(4-chlorophenyl)pyridin-2-ylcarbamoyl)phenoxy)chroman-4-carboxylate), FC(C(=O)O)(F)F (trifluoroacetic acid). Solvent: ClCCl (dichloromethane). Reaction conditions: time 2 hour. Product: ClC=1C=C2C(CCOC2=CC1OC1=CC=C(C=C1)C(NC1=NC(=CC=C1)C1=CC=C(C=C1)Cl)=O)C(=O)O (6-chloro-7-(4-(6-(4-chlorophenyl)pyridin-2-ylcarbamoyl)phenoxy)chroman-4-carboxylic acid). The yield is 100.0%. Reaction SMILES: [Cl:1][C:2]1[CH:3]=[C:4]2[C:9](=[CH:10][C:11]=1[O:12][C:13]1[CH:18]=[CH:17][C:16]([C:19](=[O:34])[NH:20][C:21]3[CH:26]=[CH:25][CH:24]=[C:23]([C:27]4[CH:32]=[CH:31][C:30]([Cl:33])=[CH:29][CH:28]=4)[N:22]=3)=[CH:15][CH:14]=1)[O:8][CH2:7][CH2:6][CH:5]2[C:35]([O:37]C(C)(C)C)=[O:36].FC(F)(F)C(O)=O>ClCCl>[Cl:1][C:2]1[CH:3]=[C:4]2[C:9](=[CH:10][C:11]=1[O:12][C:13]1[CH:14]=[CH:15][C:16]([C:19](=[O:34])[NH:20][C:21]3[CH:26]=[CH:25][CH:24]=[C:23]([C:27]4[CH:32]=[CH:31][C:30]([Cl:33])=[CH:29][CH:28]=4)[N:22]=3)=[CH:17][CH:18]=1)[O:8][CH2:7][CH2:6][CH:5]2[C:35]([OH:37])=[O:36]. Procedure details: Enantiomer 2 of tert-butyl 6-chloro-7-(4-(6-(4-chlorophenyl)pyridin-2-ylcarbamoyl)phenoxy)chroman-4-carboxylate (10 mg, 0.017 mmol) was diluted with dichloromethane (100 μL) followed by the addition of trifluoroacetic acid (100 μL). After stirring for 2 hours, the reaction was concentrated to yield Enantiomer 2 of 6-chloro-7-(4-(6-(4-chlorophenyl)pyridin-2-ylcarbamoyl)phenoxy)chroman-4-carboxylic acid (9.0 mg, 0.017 mmol, 99% yield). MS (apci, positive) m/z=535.1. 1H NMR (400 MHz, CDCl3) δ 9.03 ... The reactants are Cl.O1CCOCC1 (HCl dioxane), FC(C=1C=C(COC2=CC=C3C=C(COC3=C2)CN2C[C@@H](CCC2)C(=O)OCC)C=CC1O[C@H](C(F)(F)F)C)(F)F (ethyl (3R)-1-[(7-{[3-(trifluoromethyl)-4-{[(2S)-1,1,1-trifluoropropan-2-yl]oxy}benzyl]oxy}-2H-chromen-3-yl)methyl]piperidine-3-carboxylate), [OH-].[Na+] (NaOH), Cl (hydrochloric acid). The solvent is CCO (EtOH), C1CCOC1 (THF), O1CCOCC1 (dioxane). Reaction conditions: temperature 50 celsius, time 2 hour. Product: Cl.FC(C=1C=C(COC2=CC=C3C=C(COC3=C2)CN2C[C@@H](CCC2)C(=O)O)C=CC1O[C@H](C(F)(F)F)C)(F)F ((3R)-1-[(7-{[3-(trifluoromethyl)-4-{[(2S)-1,1,1-trifluoropropan-2-yl]oxy}benzyl]oxy}-2H-chromen-3-yl)methyl]piperidine-3-carboxylic acid hydrochloride). RXN SMILES: [F:1][C:2]([F:41])([F:40])[C:3]1[CH:4]=[C:5]([CH:30]=[CH:31][C:32]=1[O:33][C@@H:34]([CH3:39])[C:35]([F:38])([F:37])[F:36])[CH2:6][O:7][C:8]1[CH:17]=[C:16]2[C:11]([CH:12]=[C:13]([CH2:18][N:19]3[CH2:24][CH2:23][CH2:22][C@@H:21]([C:25]([O:27]CC)=[O:26])[CH2:20]3)[CH2:14][O:15]2)=[CH:10][CH:9]=1.[OH-].[Na+].[ClH:44].Cl.O1CCOCC1>CCO.O1CCOCC1.C1COCC1>[ClH:44].[F:41][C:2]([F:1])([F:40])[C:3]1[CH:4]=[C:5]([CH:30]=[CH:31][C:32]=1[O:33][C@@H:34]([CH3:39])[C:35]([F:36])([F:37])[F:38])[CH2:6][O:7][C:8]1[CH:17]=[C:16]2[C:11]([CH:12]=[C:13]([CH2:18][N:19]3[CH2:24][CH2:23][CH2:22][C@@H:21]([C:25]([OH:27])=[O:26])[CH2:20]3)[CH2:14][O:15]2)=[CH:10][CH:9]=1 |f:1.2,4.5,9.10|. Procedure: To a solution of ethyl (3R)-1-[(7-{[3-(trifluoromethyl)-4-{[(2S)-1,1,1-trifluoropropan-2-yl]oxy}benzyl]oxy}-2H-chromen-3-yl)methyl]piperidine-3-carboxylate (271 mg) in EtOH (5.4 mL)-THF (2.7 mL) was added a 1 M aqueous NaOH solution (923 μL), followed by stirring at 50° C. for 2 hours. The reaction liquid was cooled to room temperature, then 1 M hydrochloric acid (923 μL) was added thereto, and the vehicle was evaporated. The residue was purified by reverse phase chromatography (H2O:MeCN=100:0 t... The reactants are FC=1C=C(C(=O)N2CC3=CC=CC=C3CC2C(=O)O)C=CC1F (2-(3,4-difluorobenzoyl)-1,2,3,4-tetrahydro-isoquinoline-3-carboxylic acid), C(#CC(=O)OC)C(=O)OC (dimethyl acetylenedicarboxylate). Run in C(C)(=O)OC(C)=O (acetic anhydride). Conditions: temperature 65 celsius. Yields the product COC(=O)C=1C(=C(N2CC=3C=CC=CC3CC21)C2=CC(=C(C=C2)F)F)C(=O)OC (3-(3,4-difluorophenyl)-5,10-dihydropyrrolo[1,2-b]isoquinoline-1,2-dicarboxylic acid dimethyl ester). Yield: 78.9%. RXN SMILES: [F:1][C:2]1[CH:3]=[C:4]([CH:20]=[CH:21][C:22]=1[F:23])[C:5]([N:7]1[CH:16](C(O)=O)[CH2:15][C:14]2[C:9](=[CH:10][CH:11]=[CH:12][CH:13]=2)[CH2:8]1)=O.[C:24]([C:30]([O:32][CH3:33])=[O:31])#[C:25][C:26]([O:28][CH3:29])=[O:27]>C(OC(=O)C)(=O)C>[CH3:29][O:28][C:26]([C:25]1[C:24]([C:30]([O:32][CH3:33])=[O:31])=[C:5]([C:4]2[CH:20]=[CH:21][C:22]([F:23])=[C:2]([F:1])[CH:3]=2)[N:7]2[C:16]=1[CH2:15][C:14]1[CH:13]=[CH:12][CH:11]=[CH:10][C:9]=1[CH2:8]2)=[O:27]. Procedure details: A mixture of 2-(3,4-difluorobenzoyl)-1,2,3,4-tetrahydro-isoquinoline-3-carboxylic acid (11.10 g, 35 mmol) and dimethyl acetylenedicarboxylate (7.39 g, 52 mmol) in acetic anhydride (70 mL) was heated at 60-70° C. for 15 min. The reaction mixture was then cooled and evaporated in vacuo to dryness. The solid residue was recrystallized from ethanol to give 3-(3,4-difluorophenyl)-5,10-dihydropyrrolo[1,2-b]isoquinoline-1,2-dicarboxylic acid dimethyl ester 10.97 g, (78.6%); mp 142-144° C.; 1H NMR (DMSO... The reactants are C[C@@H]1CNCC[C@@H]1C1=CC(=CC=2C=COC21)F (cis-3-methyl-4-(5-fluorobenzofur-7-yl)piperidine), Cl (hydrogen chloride). Solvent: C(C)(=O)OCC (ethyl acetate), C(C)OCC (diethyl ether). Conditions: temperature 0 celsius, time 1.5 hour. Yields the product Cl.C[C@@H]1CNCC[C@@H]1C1=CC(=CC=2C=COC21)F (cis-3-methyl-4-(5-fluorobenzofur-7-yl)piperidine hydrochloride). Isolated yield 89.0%. Reaction SMILES: [CH3:1][C@H:2]1[C@@H:7]([C:8]2[C:16]3[O:15][CH:14]=[CH:13][C:12]=3[CH:11]=[C:10]([F:17])[CH:9]=2)[CH2:6][CH2:5][NH:4][CH2:3]1.[ClH:18]>C(OCC)(=O)C.C(OCC)C>[ClH:18].[CH3:1][C@H:2]1[C@@H:7]([C:8]2[C:16]3[O:15][CH:14]=[CH:13][C:12]=3[CH:11]=[C:10]([F:17])[CH:9]=2)[CH2:6][CH2:5][NH:4][CH2:3]1 |f:4.5|. Reported procedure: A solution of 0.48 gm (2.1 mMol) cis-3-methyl-4-(5-fluorobenzofur-7-yl)piperidine in 5 mL ethyl acetate was treated with 5.0 mL 1N hydrogen chloride in diethyl ether. The resulting slurry was stirred for 1.5 hours at 0° C. and was then filtered under reduced pressure. The solid was washed with diethyl ether and dried under reduced pressure to provide 0.50 gm (89%) of the title compound.